From a dataset of the Open Reaction Database (ORD), a public repository of structured organic reaction records. describe an organic reaction: reactants, conditions, products, and yield Reactants: COC(=O)[C@@H]1CNC(C[C@H]1C1=C(C=C(C(=C1)F)F)F)=O (Methyl-trans-6-oxo-4-(2,4,5-trifluorophenyl)piperidine-3-carboxylate), COC1=CC=C(C(C2=CC=C(C=C2)OC)O)C=C1 (4,4′-dimethoxybenzhydrol), S(O)(O)(=O)=O (sulfuric acid). The solvent is C(C)(=O)O (acetic acid). Reaction conditions: time 18 hour. The product is COC(=O)[C@@H]1CN(C(C[C@H]1C1=C(C=C(C(=C1)F)F)F)=O)C(C1=CC=C(C=C1)OC)C1=CC=C(C=C1)OC (methyl-trans-1-[bis(4-methoxyphenyl)methyl]-6-oxo-4-(2,4,5-trifluorophenyl)piperidine-3-carboxylate). Reaction SMILES: [CH3:1][O:2][C:3]([C@H:5]1[C@H:10]([C:11]2[CH:16]=[C:15]([F:17])[C:14]([F:18])=[CH:13][C:12]=2[F:19])[CH2:9][C:8](=[O:20])[NH:7][CH2:6]1)=[O:4].[CH3:21][O:22][C:23]1[CH:38]=[CH:37][C:26]([CH:27](O)[C:28]2[CH:33]=[CH:32][C:31]([O:34][CH3:35])=[CH:30][CH:29]=2)=[CH:25][CH:24]=1.S(=O)(=O)(O)O>C(O)(=O)C>[CH3:1][O:2][C:3]([C@H:5]1[C@H:10]([C:11]2[CH:16]=[C:15]([F:17])[C:14]([F:18])=[CH:13][C:12]=2[F:19])[CH2:9][C:8](=[O:20])[N:7]([CH:27]([C:26]2[CH:37]=[CH:38][C:23]([O:22][CH3:21])=[CH:24][CH:25]=2)[C:28]2[CH:29]=[CH:30][C:31]([O:34][CH3:35])=[CH:32][CH:33]=2)[CH2:6]1)=[O:4]. Procedure details: To a stirred solution of 6.6 g (23 mmol) of the product of Step C in 100 mL of acetic acid was added 6.11 g (25 mmol) of 4,4′-dimethoxybenzhydrol followed by 5 mL of concentrated sulfuric acid and the resulting solution was stirred at ambient temperature for 18 h. The solution was then concentrated and cooled 0° C. before quenching with ice water (100 mL). The resulting mixture was extracted with three 300-mL portions of ethyl acetate, and the organic phases combined and washed sequentially with... Starting materials: CCC(C(=O)[O-])C1CN=C(c2cc3cccc(N(C)S(=O)(=O)c4nccs4)c3[nH]2)S1, CCO, CCOC(C)=O, Cl, [Na+], C1CCOC1, [OH-]. Product: CN(c1cccc2cc(C3=NCC(CC(=O)O)S3)[nH]c12)S(=O)(=O)c1nccs1. RXN SMILES: [CH2:1]([CH3:2])[CH:3]([C:4](=[O:5])[O-:6])[CH:7]1[CH2:8][N:9]=[C:10]([c:12]2[nH:13][c:14]3[c:15]([N:21]([S:22](=[O:23])(=[O:24])[c:25]4[s:26][cH:27][cH:28][n:29]4)[CH3:30])[cH:16][cH:17][cH:18][c:19]3[cH:20]2)[S:11]1.[CH3:36][CH2:37][OH:38].[CH3:41][CH2:42][O:43][C:44](=[O:45])[CH3:46].[ClH:47].[Na+:40].[O:31]1[CH2:32][CH2:33][CH2:34][CH2:35]1.[OH-:39]>>[CH2:3]([C:4](=[O:5])[OH:6])[CH:7]1[CH2:8][N:9]=[C:10]([c:12]2[nH:13][c:14]3[c:15]([N:21]([S:22](=[O:23])(=[O:24])[c:25]4[s:26][cH:27][cH:28][n:29]4)[CH3:30])[cH:16][cH:17][cH:18][c:19]3[cH:20]2)[S:11]1. Reactants: CCN(C(C)C)C(C)C (Hunig's base), NN (hydrazine), C(C)(=O)C1=C(C=C(C=C1)C1=CC(=NC(=N1)N)N1C[C@H](CC[C@H]1C)C(=O)NCC1=CC=CC=C1)F ((3S,6R)-1-[6-(4-acetyl-3-fluorophenyl)-2-amino-4-pyrimidinyl]-6-methyl-N-(phenylmethyl)-3-piperidinecarboxamide), Cl.CON (O-methylhydroxylamine hydrochloride), C(=O)([O-])[O-].[K+].[K+] (K2CO3). The solvent is CCO (EtOH), COCCOC (DME). Run at temperature 120 celsius. Yields the product NC1=NC(=CC(=N1)N1C[C@H](CC[C@H]1C)C(=O)NCC1=CC=CC=C1)C1=CC=C2C(=NNC2=C1)C ((3S,6R)-1-[2-Amino-6-(3-methyl-1H-indazol-6-yl)-4-pyrimidinyl]-6-methyl-N-(phenylmethyl)-3-piperidinecarboxamide). Yield: 10.1%. Reaction SMILES: [C:1]([C:4]1[CH:9]=[CH:8][C:7]([C:10]2[N:15]=[C:14]([NH2:16])[N:13]=[C:12]([N:17]3[C@H:22]([CH3:23])[CH2:21][CH2:20][C@H:19]([C:24]([NH:26][CH2:27][C:28]4[CH:33]=[CH:32][CH:31]=[CH:30][CH:29]=4)=[O:25])[CH2:18]3)[CH:11]=2)=[CH:6][C:5]=1F)(=O)[CH3:2].Cl.CON.C([O-])([O-])=O.[K+].[K+].CCN(C(C)C)C(C)C.[NH2:54][NH2:55]>COCCOC.CCO>[NH2:16][C:14]1[N:13]=[C:12]([N:17]2[C@H:22]([CH3:23])[CH2:21][CH2:20][C@H:19]([C:24]([NH:26][CH2:27][C:28]3[CH:29]=[CH:30][CH:31]=[CH:32][CH:33]=3)=[O:25])[CH2:18]2)[CH:11]=[C:10]([C:7]2[CH:6]=[C:5]3[C:4]([C:1]([CH3:2])=[N:54][NH:55]3)=[CH:9][CH:8]=2)[N:15]=1 |f:1.2,3.4.5|. Reported procedure: Into a sealed tube, (3S,6R)-1-[6-(4-acetyl-3-fluorophenyl)-2-amino-4-pyrimidinyl]-6-methyl-N-(phenylmethyl)-3-piperidinecarboxamide (90 mg, 0.195 mmol), O-methylhydroxylamine hydrochloride (16.3 mg, 0.20 mmol), and K2CO3 (32.3 mg, 0.234 mmol) were stirred together in DME (3 mL) for 4 hours at 57° C. The reaction mixture was filtered, and the filtrate containing the oxime intermediate was concentrated in vacuo to 2 mL. Then EtOH (3 mL), Hunig's base (0.05 mL, 0.27 mmol), and hydrazine anhydrous (...